Dataset: the Open Reaction Database (ORD), a public repository of structured organic reaction records. Task: describe an organic reaction: reactants, conditions, products, and yield The reactants are NC1CCC1, O=C(Cl)Oc1ccc([N+](=O)[O-])cc1, ClCCl, CC(C)(C)NC(=O)c1cccc(CN2CCN(C(=O)c3ccc(N)c(F)c3)CC2(C)C)c1. The product is CC(C)(C)NC(=O)c1cccc(CN2CCN(C(=O)c3ccc(NC(=O)NC4CCC4)c(F)c3)CC2(C)C)c1. Reaction SMILES: [CH:46]1([NH2:50])[CH2:47][CH2:48][CH2:49]1.[Cl:33][C:34](=[O:35])[O:36][c:37]1[cH:38][cH:39][c:40]([N+:41]([O-:42])=[O:43])[cH:44][cH:45]1.[Cl:51][CH2:52][Cl:53].[NH2:1][c:2]1[c:3]([F:32])[cH:4][c:5]([C:6](=[O:7])[N:8]2[CH2:9][C:10]([CH3:28])([CH3:29])[N:11]([CH2:14][c:15]3[cH:16][c:17]([C:18](=[O:19])[NH:20][C:21]([CH3:22])([CH3:23])[CH3:24])[cH:25][cH:26][cH:27]3)[CH2:12][CH2:13]2)[cH:30][cH:31]1>>[NH:1]([c:2]1[c:3]([F:32])[cH:4][c:5]([C:6](=[O:7])[N:8]2[CH2:9][C:10]([CH3:28])([CH3:29])[N:11]([CH2:14][c:15]3[cH:16][c:17]([C:18](=[O:19])[NH:20][C:21]([CH3:22])([CH3:23])[CH3:24])[cH:25][cH:26][cH:27]3)[CH2:12][CH2:13]2)[cH:30][cH:31]1)[C:34](=[O:35])[NH:50][CH:46]1[CH2:47][CH2:48][CH2:49]1.